Task: describe an organic reaction: reactants, conditions, products, and yield. Dataset: the Open Reaction Database (ORD), a public repository of structured organic reaction records Reactants: C(C(C)C)OC(C)ONC(CCCCCCC(=O)NC1=CC=C(C=C1)CO)=O (Octanedioic acid (4-hydroxymethyl-phenyl)-amide(1-isobutoxyethoxy)-amide). The reagents and catalysts are O=[Mn]=O (MnO2). Run in C(Cl)Cl (DCM). Conditions: time 1.5 hour. The product is C(C(C)C)OC(C)ONC(CCCCCCC(=O)NC1=CC=C(C=C1)C=O)=O (Octanedioic acid (4-formyl-phenyl)-amide(1-isobutoxy-ethoxy)-amide). Yield: 801.0%. RXN SMILES: [CH2:1]([O:5][CH:6]([O:8][NH:9][C:10](=[O:28])[CH2:11][CH2:12][CH2:13][CH2:14][CH2:15][CH2:16][C:17]([NH:19][C:20]1[CH:25]=[CH:24][C:23]([CH2:26][OH:27])=[CH:22][CH:21]=1)=[O:18])[CH3:7])[CH:2]([CH3:4])[CH3:3]>C(Cl)Cl.O=[Mn]=O>[CH2:1]([O:5][CH:6]([O:8][NH:9][C:10](=[O:28])[CH2:11][CH2:12][CH2:13][CH2:14][CH2:15][CH2:16][C:17]([NH:19][C:20]1[CH:21]=[CH:22][C:23]([CH:26]=[O:27])=[CH:24][CH:25]=1)=[O:18])[CH3:7])[CH:2]([CH3:4])[CH3:3]. Procedure details: Octanedioic acid (4-hydroxymethyl-phenyl)-amide(1-isobutoxyethoxy)-amide (100 mg, 0.025 mmol, 1.0 eq) was dissolved in DCM (5 mL). To the reaction mixture, was added MnO2 (286 mg, 0.33 mmol, 13.0 eq) and was stirred at room temperature for 1.5 h. The reaction mixture was filtered over Celite and washed through with DCM, followed by evaporation of solvent to give a yellow oil (78.6 mg, 79% yield) LCMS purity 53%, m/z 415 [M++Na]+. The product was used in the subsequent steps without further purif... Reactants: Cc1c(N)cccc1Br, O=C([O-])[O-], ClCc1ccccc1CCl, [K+], [K+], O. Yields the product Cc1c(Br)cccc1N1Cc2ccccc2C1. As a reaction SMILES: [Br:1][c:2]1[c:3]([CH3:9])[c:4]([NH2:5])[cH:6][cH:7][cH:8]1.[C:20](=[O:21])([O-:22])[O-:23].[Cl:10][CH2:11][c:12]1[c:13]([CH2:18][Cl:19])[cH:14][cH:15][cH:16][cH:17]1.[K+:24].[K+:25].[OH2:26]>>[Br:1][c:2]1[c:3]([CH3:9])[c:4]([N:5]2[CH2:11][c:12]3[c:13]([cH:14][cH:15][cH:16][cH:17]3)[CH2:18]2)[cH:6][cH:7][cH:8]1. Starting materials: OC1=CC=C(C=C1)CCC(C)=O (4-(4-hydroxyphenyl)-2-butanone), crude product, C(C)(C)(C)[Si](C)(C)Cl (tert-butyldimethyl silyl chloride), N1C=NC=C1 (imidazole). The solvent is CN(C)C=O (DMF). Product: [Si](C)(C)(C(C)(C)C)OC1=CC=C(C=C1)CCC(C)=O (4-(4-tert-Butyldimethylsilyloxy-phenyl)-2-butanone). Reaction SMILES: [OH:1][C:2]1[CH:7]=[CH:6][C:5]([CH2:8][CH2:9][C:10](=[O:12])[CH3:11])=[CH:4][CH:3]=1.[C:13]([Si:17](Cl)([CH3:19])[CH3:18])([CH3:16])([CH3:15])[CH3:14].N1C=CN=C1>CN(C=O)C>[Si:17]([O:1][C:2]1[CH:3]=[CH:4][C:5]([CH2:8][CH2:9][C:10](=[O:12])[CH3:11])=[CH:6][CH:7]=1)([C:13]([CH3:16])([CH3:15])[CH3:14])([CH3:19])[CH3:18]. Procedure details: The title compound was prepared as described in General Method 5 using 10 g (60.9 mmol) of 4-(4-hydroxyphenyl)-2-butanone, 10.1 g (67 mmol) of tert-butyldimethyl silyl chloride, 4.56 g (67 mmol) of imidazole and 150 mL of DMF. The crude product was carried on "as is" to the next step (see Example KK). Reactants: [OH-].[Na+] (NaOH), CC(C=O)C(CC)C (2,3-dimethyl-pentanal), C=O (formaldehyde). Run at temperature 40 celsius. Product: C(C)(CC)C(CO)(CO)C (2-sec-butyl-2-methyl-propane-1,3-diol). The yield is 66.6%. RXN SMILES: [OH-:1].[Na+].[CH3:3][CH:4]([CH:7]([CH3:10])[CH2:8][CH3:9])[CH:5]=[O:6].[CH2:11]=O>>[CH:7]([C:4]([CH3:11])([CH2:3][OH:1])[CH2:5][OH:6])([CH2:8][CH3:9])[CH3:10] |f:0.1|. Procedure: An aqueous NaOH solution (30%, 420 g) was added at room temperature into a stirred mixture of 2,3-dimethyl pentanal (325 g, prepared as above in EXAMPLE II) and aqueous formaldehyde solution (CH2O) (30%, 722 g) while the reaction temperature was allowed to rise up to about 80° C. due to the exothermic reaction. After the addition was completed, the reaction mixture was cooled to about 40° C. The organic phases was separated and fractionally distilled to afford 2-sec-butyl-2-methyl-propane-1,3-di... The reactants are C(C)(=O)NC=1C(=C(C(=O)OCC)C=CC1Cl)[N+](=O)[O-] (ethyl 3-acetamido-4-chloro-2-nitrobenzoate), S(O)(O)(=O)=O (sulfuric acid). Solvent: C(C)O (ethanol). Product: NC=1C(=C(C(=O)OCC)C=CC1Cl)[N+](=O)[O-] (ethyl 3-amino-4-chloro-2-nitrobenzoate). RXN SMILES: C([NH:4][C:5]1[C:6]([N+:17]([O-:19])=[O:18])=[C:7]([CH:13]=[CH:14][C:15]=1[Cl:16])[C:8]([O:10][CH2:11][CH3:12])=[O:9])(=O)C.S(=O)(=O)(O)O>C(O)C>[NH2:4][C:5]1[C:6]([N+:17]([O-:19])=[O:18])=[C:7]([CH:13]=[CH:14][C:15]=1[Cl:16])[C:8]([O:10][CH2:11][CH3:12])=[O:9]. Procedure details: 138.63 g of the mixture from step 3 were dissolved in 1.4 l of ethanol and 60 ml of concentrated sulfuric acid and the solution was boiled at reflux for 25 h. Then 1.3 l of ethanol were removed on a rotary evaporator and the residue was admixed with 1 l of ice-water, rendered basic using saturated NaHCO3 solution, and then extracted with three times 500 ml of dichloromethane. The combined organic phases were dried over MgSO4, filtered with suction over silica gel, and concentrated. The product w...